Dataset: the Open Reaction Database (ORD), a public repository of structured organic reaction records. Task: describe an organic reaction: reactants, conditions, products, and yield Yields the product CC(=O)c1csc(C2CCN(C(=O)OC(C)(C)C)CC2)n1. RXN SMILES: [Cl:22][CH2:23][Cl:24].[OH:1][CH:2]([CH3:3])[c:4]1[n:5][c:6]([CH:9]2[CH2:10][CH2:11][N:12]([C:15](=[O:16])[O:17][C:18]([CH3:19])([CH3:20])[CH3:21])[CH2:13][CH2:14]2)[s:7][cH:8]1>>[O:1]=[C:2]([CH3:3])[c:4]1[n:5][c:6]([CH:9]2[CH2:10][CH2:11][N:12]([C:15](=[O:16])[O:17][C:18]([CH3:19])([CH3:20])[CH3:21])[CH2:13][CH2:14]2)[s:7][cH:8]1. Reactants: ClCCl, CC(O)c1csc(C2CCN(C(=O)OC(C)(C)C)CC2)n1. Reactants: O=C([O-])[O-], Cc1ccccc1, CCCNC(=O)c1cc(Br)cc(C(=O)OC)c1, CCO, [Na+], [Na+], OB(O)c1ccccc1, c1ccc(P(c2ccccc2)(c2ccccc2)[Pd](P(c2ccccc2)(c2ccccc2)c2ccccc2)(P(c2ccccc2)(c2ccccc2)c2ccccc2)P(c2ccccc2)(c2ccccc2)c2ccccc2)cc1. Product: CCCNC(=O)c1cc(C(=O)OC)cc(-c2ccccc2)c1. As a reaction SMILES: [C:27](=[O:28])([O-:29])[O-:30].[CH3:113][c:114]1[cH:115][cH:116][cH:117][cH:118][cH:119]1.[CH3:1][O:2][C:3]([c:4]1[cH:5][c:6]([C:7](=[O:8])[NH:9][CH2:10][CH2:11][CH3:12])[cH:13][c:14]([Br:16])[cH:15]1)=[O:17].[CH3:33][CH2:34][OH:35].[Na+:31].[Na+:32].[c:18]1([B:24]([OH:25])[OH:26])[cH:19][cH:20][cH:21][cH:22][cH:23]1.[cH:36]1[cH:37][cH:38][c:39]([P:40]([Pd:41]([P:42]([c:43]2[cH:44][cH:45][cH:46][cH:47][cH:48]2)([c:49]2[cH:50][cH:51][cH:52][cH:53][cH:54]2)[c:55]2[cH:56][cH:57][cH:58][cH:59][cH:60]2)([P:61]([c:62]2[cH:63][cH:64][cH:65][cH:66][cH:67]2)([c:68]2[cH:69][cH:70][cH:71][cH:72][cH:73]2)[c:74]2[cH:75][cH:76][cH:77][cH:78][cH:79]2)[P:80]([c:81]2[cH:82][cH:83][cH:84][cH:85][cH:86]2)([c:87]2[cH:88][cH:89][cH:90][cH:91][cH:92]2)[c:93]2[cH:94][cH:95][cH:96][cH:97][cH:98]2)([c:99]2[cH:100][cH:101][cH:102][cH:103][cH:104]2)[c:105]2[cH:106][cH:107][cH:108][cH:109][cH:110]2)[cH:111][cH:112]1>>[CH3:1][O:2][C:3]([c:4]1[cH:5][c:6]([C:7](=[O:8])[NH:9][CH2:10][CH2:11][CH3:12])[cH:13][c:14](-[c:18]2[cH:19][cH:20][cH:21][cH:22][cH:23]2)[cH:15]1)=[O:17]. The reactants are COc1cc(C(=O)N2CCC(CCCS(=O)(=O)[O-])(c3ccc(Cl)c(Cl)c3)C2)cc(OC)c1OC, NC(=O)C1(c2cccnc2)CCNCC1. The product is COc1cc(C(=O)N2CCC(CCN3CCC(C(N)=O)(c4cccnc4)CC3)(c3ccc(Cl)c(Cl)c3)C2)cc(OC)c1OC. RXN SMILES: [Cl:1][c:2]1[cH:3][c:4]([C:9]2([CH2:28][CH2:29][CH2:30][S:31]([O-:32])(=[O:33])=[O:34])[CH2:10][N:11]([C:14]([c:15]3[cH:16][c:17]([O:25][CH3:26])[c:18]([O:23][CH3:24])[c:19]([O:21][CH3:22])[cH:20]3)=[O:27])[CH2:12][CH2:13]2)[cH:5][cH:6][c:7]1[Cl:8].[n:35]1[cH:36][c:37]([C:41]2([C:47](=[O:48])[NH2:49])[CH2:42][CH2:43][NH:44][CH2:45][CH2:46]2)[cH:38][cH:39][cH:40]1>>[Cl:1][c:2]1[cH:3][c:4]([C:9]2([CH2:28][CH2:29][N:44]3[CH2:43][CH2:42][C:41]([c:37]4[cH:36][n:35][cH:40][cH:39][cH:38]4)([C:47](=[O:48])[NH2:49])[CH2:46][CH2:45]3)[CH2:10][N:11]([C:14]([c:15]3[cH:16][c:17]([O:25][CH3:26])[c:18]([O:23][CH3:24])[c:19]([O:21][CH3:22])[cH:20]3)=[O:27])[CH2:12][CH2:13]2)[cH:5][cH:6][c:7]1[Cl:8]. As a reaction SMILES: [Cl:21][c:22]1[cH:23][c:24]([NH:28][CH2:29][c:30]2[n:31][n:32][n:33]([CH3:35])[n:34]2)[cH:25][cH:26][cH:27]1.[N+:1](=[O:2])([O-:3])[c:4]1[cH:5][cH:6][c:7]2[c:8]([cH:20]1)[CH:9]1[CH:10]([C:11]([CH:13]([O:14][CH3:15])[O:16][CH3:17])([CH3:18])[O:12]2)[O:19]1>>[N+:1](=[O:2])([O-:3])[c:4]1[cH:5][cH:6][c:7]2[c:8]([cH:20]1)[CH:9]([N:28]([c:24]1[cH:23][c:22]([Cl:21])[cH:27][cH:26][cH:25]1)[CH2:29][c:30]1[n:31][n:32][n:33]([CH3:35])[n:34]1)[CH:10]([OH:19])[C:11]([CH:13]([O:14][CH3:15])[O:16][CH3:17])([CH3:18])[O:12]2. The product is COC(OC)C1(C)Oc2ccc([N+](=O)[O-])cc2C(N(Cc2nnn(C)n2)c2cccc(Cl)c2)C1O. Starting materials: Cn1nnc(CNc2cccc(Cl)c2)n1, COC(OC)C1(C)Oc2ccc([N+](=O)[O-])cc2C2OC21. The reactants are NC=1C=C(C=CC1)C1=NN2C(C=CC=C2)=C1C1=NC(=NC=C1)NC1=CC(=CC=C1)F (4-[2-(3-aminophenyl)pyrazolo[1,5-a]pyridin-3-yl]-N-(3-fluorophenyl)-2-pyrimidinamine), CN1C=NC=C1C(=O)Cl (1-methyl-1H-imidazole-5-carbonyl chloride). Yields the product C1NCCC2=CC=C(C=C12)NC1=NC=CC(=N1)C=1C(=NN2C1C=CC=C2)C=2C=C(C=CC2)NC(C2=CC=CC=C2)=O (N-(3-{3-[2-(1,2,3,4-tetrahydro-7-isoquinolinylamino)-4-pyrimidinyl]-pyrazolo[1,5-a]pyridin-2-yl}phenyl)benzamide). Reaction SMILES: [NH2:1][C:2]1[CH:3]=[C:4]([C:8]2[C:16]([C:17]3[CH:22]=[CH:21][N:20]=[C:19]([NH:23][C:24]4[CH:29]=[CH:28][CH:27]=[C:26](F)[CH:25]=4)[N:18]=3)=[C:11]3[CH:12]=[CH:13][CH:14]=[CH:15][N:10]3[N:9]=2)[CH:5]=[CH:6][CH:7]=1.CN1[C:36]([C:37](Cl)=[O:38])=[CH:35]N=C1>>[CH2:15]1[C:26]2[C:27](=[CH:28][CH:29]=[C:24]([NH:23][C:19]3[N:18]=[C:17]([C:16]4[C:8]([C:4]5[CH:3]=[C:2]([NH:1][C:37](=[O:38])[C:36]6[CH:35]=[CH:6][CH:7]=[CH:2][CH:3]=6)[CH:7]=[CH:6][CH:5]=5)=[N:9][N:10]5[CH:15]=[CH:14][CH:13]=[CH:12][C:11]=45)[CH:22]=[CH:21][N:20]=3)[CH:25]=2)[CH2:12][CH2:11][NH:10]1. Reported procedure: The title compound was prepared from 4-[2-(3-aminophenyl)pyrazolo[1,5-a]pyridin-3-yl]-N-(3-fluorophenyl)-2-pyrimidinamine and 1-methyl-1H-imidazole-5-carbonyl chloride in a manner analogous to Example 66. 1H NMR (400 MHz, DMSO-d6): δ 10.14 (s, 1H), 9.80 (s, 1H), 8.84 (d, 1H), 8.50 (d, 1H), 8.30 (d, 1H), 8.04 (s, 1H), 7.87-7.76 (m, 4H), 7.52-7.41 (m, 3H), 7.29-7.22 (m, 2H), 7.13 (m, 1H), 6.72 (m, 1H), 6.57 (d, 1H), 3.83 (s, 3H); HRMS: calc. C28H22N8OF (M+H)+ 505.1901 found 505.1903. The reactants are [C-]#N.[K+] (KCN), FC1=CC=C(C=C1)C1=CC=C(C=C1)C(CCO)(C)O.C1(=CC=CC=C1)S(=O)(=O)[O-] (3-(4'-fluoro-4-biphenylyl)-butane-1,3-diol 1-benzenesulfonate). Solvent: CN(C)C=O (DMF), CN(C)C=O (DMF). Yields the product C(#N)CCC(C)(O)C1=CC=C(C=C1)C1=CC=C(C=C1)F (1-cyano-3-(4'-fluoro-4-biphenylyl)-butan-3-ol). As a reaction SMILES: [C-:1]#[N:2].[K+].[F:4][C:5]1[CH:10]=[CH:9][C:8]([C:11]2[CH:16]=[CH:15][C:14]([C:17]([OH:22])([CH3:21])[CH2:18][CH2:19]O)=[CH:13][CH:12]=2)=[CH:7][CH:6]=1.C1(S([O-])(=O)=O)C=CC=CC=1>CN(C=O)C>[C:1]([CH2:19][CH2:18][C:17]([C:14]1[CH:15]=[CH:16][C:11]([C:8]2[CH:9]=[CH:10][C:5]([F:4])=[CH:6][CH:7]=2)=[CH:12][CH:13]=1)([OH:22])[CH3:21])#[N:2] |f:0.1,2.3|. Procedure: 9.7 g. of KCN are dissolved in 150 ml. of DMF and a solution of 40 g. of 3-(4'-fluoro-4-biphenylyl)-butane-1,3-diol-1-benzenesulfonate in 150 ml. of DMF is added dropwise at 20°, while stirring. The mixture is heated to 80° for 6 hours, poured onto ice water and worked up in the customary manner to give 1-cyano-3-(4'-fluoro-4-biphenylyl)-butan-3-ol, m.p. 118° - 120°. Starting materials: C(C1=CC=CC=C1)OC=1C(=NNC1C(=O)OC)C(=O)OC (dimethyl 4-benzyloxy-1H-pyrazole-3,5-dicarboxylate), BrC(C#N)C1=CC=CC=C1 (bromo(phenyl)acetonitrile), C(=O)([O-])[O-].[Cs+].[Cs+] (Cs2CO3). Solvent: CN(C)C=O (DMF). Conditions: time 3 day. Yields the product C(C1=CC=CC=C1)OC=1C(=NN(C1C(=O)OC)C(C1=CC=CC=C1)C#N)C(=O)OC (Dimethyl 4-benzyloxy-1-[cyano(phenyl)methyl]-1H-pyrazole-3,5-dicarboxylate). RXN SMILES: [CH2:1]([O:8][C:9]1[C:10]([C:18]([O:20][CH3:21])=[O:19])=[N:11][NH:12][C:13]=1[C:14]([O:16][CH3:17])=[O:15])[C:2]1[CH:7]=[CH:6][CH:5]=[CH:4][CH:3]=1.Br[CH:23]([C:26]1[CH:31]=[CH:30][CH:29]=[CH:28][CH:27]=1)[C:24]#[N:25].C([O-])([O-])=O.[Cs+].[Cs+]>CN(C=O)C>[CH2:1]([O:8][C:9]1[C:13]([C:14]([O:16][CH3:17])=[O:15])=[N:12][N:11]([CH:23]([C:24]#[N:25])[C:26]2[CH:31]=[CH:30][CH:29]=[CH:28][CH:27]=2)[C:10]=1[C:18]([O:20][CH3:21])=[O:19])[C:2]1[CH:7]=[CH:6][CH:5]=[CH:4][CH:3]=1 |f:2.3.4|. Reported procedure: A solution of dimethyl 4-benzyloxy-1H-pyrazole-3,5-dicarboxylate (1.0 g, 3.45 mmol) and bromo(phenyl)acetonitrile (810 mg, 4.13 mmol) in anhydrous DMF was treated with Cs2CO3 (1.46 g, 4.48 mmol) and stirred at room temperature for 3 days. The solvent was removed in vacuo and the residue was partitioned between EtOAc and water. The aqueous layer was extracted with EtOAc several times, and the combined organic layers were dried over Na2SO4 and concentrated in vacuo. The resulting residue was purif... The reactants are BrC1=C(C=CC=C1)I (2-bromoiodobenzene), C1(=CC=CC2=CC=CC=C12)B(O)O (1-naphthaleneboronic acid). The product is BrC=1C=C(C=CC1)C1=CC=CC2=CC=CC=C12 (1-(3-Bromophenyl)naphthalene). RXN SMILES: [Br:1][C:2]1[CH:7]=[CH:6][CH:5]=[CH:4][C:3]=1I.[C:9]1(B(O)O)[C:18]2[C:13](=[CH:14][CH:15]=[CH:16][CH:17]=2)[CH:12]=[CH:11][CH:10]=1>>[Br:1][C:2]1[CH:7]=[C:6]([C:17]2[C:18]3[C:13](=[CH:12][CH:11]=[CH:10][CH:9]=3)[CH:14]=[CH:15][CH:16]=2)[CH:5]=[CH:4][CH:3]=1. Procedure details: 1-(3-Bromophenyl)naphthalene was synthesized by the same method, except that in Synthetic Example 1, 2-bromoiodobenzene was used in place of 4-bromoiodobenzene and that 1-naphthaleneboronic acid was used in place of 2-naphthaleneboronic acid. Reactants: CN(C)C=C(C(CCC)=O)C1=C(C=C(C(=O)OC)C=C1)[N+](=O)[O-] (methyl 4-(1-dimethylaminomethylene-2-oxopentyl)-3-nitrobenzoate). The solvent is O1CCOCC1 (dioxane). Product: [N+](=O)([O-])C=1C=C(C(=O)OC)C=CC1CC(CCC)=O (methyl 3-nitro-4-(2-oxopentyl)benzoate). Isolated yield 89.2%. RXN SMILES: CN(C=[C:5]([C:11]1[CH:20]=[CH:19][C:14]([C:15]([O:17][CH3:18])=[O:16])=[CH:13][C:12]=1[N+:21]([O-:23])=[O:22])[C:6](=[O:10])[CH2:7][CH2:8][CH3:9])C>O1CCOCC1>[N+:21]([C:12]1[CH:13]=[C:14]([CH:19]=[CH:20][C:11]=1[CH2:5][C:6](=[O:10])[CH2:7][CH2:8][CH3:9])[C:15]([O:17][CH3:18])=[O:16])([O-:23])=[O:22]. Procedure: A solution of methyl 4-(1-dimethylaminomethylene-2-oxopentyl)-3-nitrobenzoate (172 mg) in dioxane (9 ml) was refluxed For 4 days. The resulting mixture was evaporated in vacuo, and the residue was purified by thin layer chromatography with a mixture of hexane and ethyl acetate (2:1) to give methyl 3-nitro-4-(2-oxopentyl)benzoate (127 mg). Reactants: COC(CC(CCCN1C([C@@H](CC1)CCC1(OCCO1)C)=O)C=1C=NC(=CC1)OC)=O (3-(6-Methoxy-pyridin-3-yl)-6-{3(R)-[2-(2-methyl-[1,3]dioxolan-2-yl)-ethyl]2-oxo-pyrrolidin-1-yl}-hexanoic Acid Methyl Ester), C1(=CC=C(C=C1)S(=O)(=O)O)C (p-toluenesulfonic acid). Run in CC(=O)C (acetone). Product: COC(CC(CCCN1C([C@@H](CC1)CCC(C)=O)=O)C=1C=NC(=CC1)OC)=O (3-(6-Methoxy-pyridin-3-yl)-6-[2-oxo-3(R)-(3-oxo-butyl)-pyrrolidin-1-yl]-hexanoic Acid Methyl Ester). Reaction SMILES: [CH3:1][O:2][C:3](=[O:31])[CH2:4][CH:5]([C:23]1[CH:24]=[N:25][C:26]([O:29][CH3:30])=[CH:27][CH:28]=1)[CH2:6][CH2:7][CH2:8][N:9]1[CH2:13][CH2:12][C@@H:11]([CH2:14][CH2:15][C:16]2([CH3:21])OCC[O:17]2)[C:10]1=[O:22].C1(C)C=CC(S(O)(=O)=O)=CC=1>CC(C)=O>[CH3:1][O:2][C:3](=[O:31])[CH2:4][CH:5]([C:23]1[CH:24]=[N:25][C:26]([O:29][CH3:30])=[CH:27][CH:28]=1)[CH2:6][CH2:7][CH2:8][N:9]1[CH2:13][CH2:12][C@@H:11]([CH2:14][CH2:15][C:16](=[O:17])[CH3:21])[C:10]1=[O:22]. Procedure: To a stirred solution of 1-12 (440 mg) in acetone (30 mL) was added p-toluenesulfonic acid (270 mg) and the mixture was heated at reflux for 2 h, then cooled to ambient temperature for 3 h. The reaction mixture was concentrated at reduced pressure. The residue was diluted with ethyl acetate and washed with saturated aqueous sodium hydrogen carbonate, saturated aqueous sodium chloride, and dried over anhydrous magnesium sulfate. The reaction mixture was filtered and concentrated at reduced pressu...